This data is from the Open Reaction Database (ORD), a public repository of structured organic reaction records. The task is: describe an organic reaction: reactants, conditions, products, and yield Reactants: NCCN1C(S\C(\C1=O)=C/C=1C=C2C=NN(C2=CC1)CC1=C(C=C(C=C1)Cl)C(F)(F)F)=O (3-(2-aminoethyl]-(5Z)-5-({1-[4-chloro-2-(trifluoromethyl)benzyl]-1H-indazol-5-yl}methylidene)-1,3-thiazolidine-2,4-dione), CS(=O)(=O)Cl (methanesulfonyl chloride). Product: ClC1=CC(=C(CN2N=CC3=CC(=CC=C23)\C=C/2\C(N(C(S2)=O)CCNS(=O)(=O)C)=O)C=C1)C(F)(F)F (N-{2-[(5Z)-5-({1-[4-Chloro-2-(trifluoromethyl)benzyl]-1H-indazol-5-yl}methylidene)-2,4-dioxo-1,3-thiazolidin-3-yl]ethyl}methanesulfonamide). As a reaction SMILES: [NH2:1][CH2:2][CH2:3][N:4]1[C:8](=[O:9])/[C:7](=[CH:10]/[C:11]2[CH:12]=[C:13]3[C:17](=[CH:18][CH:19]=2)[N:16]([CH2:20][C:21]2[CH:26]=[CH:25][C:24]([Cl:27])=[CH:23][C:22]=2[C:28]([F:31])([F:30])[F:29])[N:15]=[CH:14]3)/[S:6][C:5]1=[O:32].[CH3:33][S:34](Cl)(=[O:36])=[O:35]>>[Cl:27][C:24]1[CH:25]=[CH:26][C:21]([CH2:20][N:16]2[C:17]3[C:13](=[CH:12][C:11](/[CH:10]=[C:7]4/[C:8](=[O:9])[N:4]([CH2:3][CH2:2][NH:1][S:34]([CH3:33])(=[O:36])=[O:35])[C:5](=[O:32])[S:6]/4)=[CH:19][CH:18]=3)[CH:14]=[N:15]2)=[C:22]([C:28]([F:30])([F:29])[F:31])[CH:23]=1. Procedure: N-{2-[(5Z)-5-({1-[4-Chloro-2-(trifluoromethyl)benzyl]-1H-indazol-5-yl}methylidene)-2,4-dioxo-1,3-thiazolidin-3-yl]ethyl}methanesulfonamide was prepared from 3-(2-aminoethyl]-(5Z)-5-({1-[4-chloro-2-(trifluoromethyl)benzyl]-1H-indazol-5-yl}methylidene)-1,3-thiazolidine-2,4-dione (Example 49) and methanesulfonyl chloride following General Procedure U.